From a dataset of the Open Reaction Database (ORD), a public repository of structured organic reaction records. describe an organic reaction: reactants, conditions, products, and yield Yields the product FC1=C(C=C(C(=C1)O[C@@H]1[C@H](CCCC1)C1=CN=NC=C1)F)S(=O)(=O)NC1=NC=NC=C1 (2,5-Difluoro-4-{[(1S*,2R*)-2-(pyridazin-4-yl)cyclohexyl]oxy}-N-(pyrimidin-4-yl)benzenesulfonamide). Reaction SMILES: COC1C=C(OC)C=CC=1C[N:6]([C:31]1[CH:36]=[CH:35][N:34]=[CH:33][N:32]=1)[S:7]([C:10]1[CH:15]=[C:14]([F:16])[C:13]([O:17][C@H:18]2[CH2:23][CH2:22][CH2:21][CH2:20][C@@H:19]2[C:24]2[CH:29]=[CH:28][N:27]=[N:26][CH:25]=2)=[CH:12][C:11]=1[F:30])(=[O:9])=[O:8].C([SiH](CC)CC)C.FC(F)(F)C(O)=O>ClCCl>[F:30][C:11]1[CH:12]=[C:13]([O:17][C@H:18]2[CH2:23][CH2:22][CH2:21][CH2:20][C@@H:19]2[C:24]2[CH:29]=[CH:28][N:27]=[N:26][CH:25]=2)[C:14]([F:16])=[CH:15][C:10]=1[S:7]([NH:6][C:31]1[CH:36]=[CH:35][N:34]=[CH:33][N:32]=1)(=[O:8])=[O:9]. Reported procedure: The reaction and aftertreatment were conducted in the same manner as in Example 1b by using the N-(2,4-dimethoxybenzyl)-2,5-difluoro-4-{[(1S*,2R*)-2-(pyridazin-4-yl)cyclohexyl]oxy}-N-(pyrimidin-4-yl)benzenesulfonamide (0.04 g, 0.07 mmol) prepared in Example 53c, triethylsilane (0.06 mL), trifluoroacetic acid (0.07 mL) and dichloromethane (0.74 mL), to yield the title compound (30 mg, 94%) as a colorless solid. Starting materials: COC1=C(CN(S(=O)(=O)C2=C(C=C(C(=C2)F)O[C@@H]2[C@H](CCCC2)C2=CN=NC=C2)F)C2=NC=NC=C2)C=CC(=C1)OC (N-(2,4-dimethoxybenzyl)-2,5-difluoro-4-{[(1S*,2R*)-2-(pyridazin-4-yl)cyclohexyl]oxy}-N-(pyrimidin-4-yl)benzenesulfonamide), C(C)[SiH](CC)CC (triethylsilane), FC(C(=O)O)(F)F (trifluoroacetic acid). Isolated yield 95.8%. Run in ClCCl (dichloromethane).